Dataset: the Open Reaction Database (ORD), a public repository of structured organic reaction records. Task: describe an organic reaction: reactants, conditions, products, and yield Starting materials: C(C)(C)(C)OC(=O)N1[C@H](CN(CC1)CC1=CC=CC=C1)CCOS(=O)(=O)C ((S)-4-benzyl-2-(2-methanesulfonyloxyethyl)piperazine-1-carboxylic acid tert-butyl ester), [I-].[Na+] (sodium iodide), C1(=CC=CC=C1)O (phenol). Yields the product C(C)(C)(C)OC(=O)N1[C@H](CN(CC1)CC1=CC=CC=C1)CCOC1=CC=CC=C1 ((S)-4-benzyl-2-(2-phenoxyethyl)piperazine-1-carboxylic acid tert-butyl ester). Run in CN(C=O)C (dimethyl formamide), C([O-])(O)=O.[Na+] (sodium bicarbonate). Procedure details: Combine (S)-4-benzyl-2-(2-methanesulfonyloxyethyl)piperazine-1-carboxylic acid tert-butyl ester (2.82 g, 7.08 mmol), sodium iodide (0.106 g, 0.708 mmol), and phenol (3.33 g, 35.4 mmol) in dimethyl formamide (40 mL) and stir at 100° C. for 20 hours. Dilute the mixture with saturated aqueous sodium bicarbonate and extract three times with dichloromethane. Combine the organic layers, dry over sodium sulfate and concentrate under reduced pressure. Purify by flash chromatography, eluting with a step ... Reaction SMILES: [C:1]([O:5][C:6]([N:8]1[CH2:13][CH2:12][N:11]([CH2:14][C:15]2[CH:20]=[CH:19][CH:18]=[CH:17][CH:16]=2)[CH2:10][C@@H:9]1[CH2:21][CH2:22][O:23]S(C)(=O)=O)=[O:7])([CH3:4])([CH3:3])[CH3:2].[I-].[Na+].[C:30]1(O)[CH:35]=[CH:34][CH:33]=[CH:32][CH:31]=1>CN(C)C=O.C(=O)(O)[O-].[Na+]>[C:1]([O:5][C:6]([N:8]1[CH2:13][CH2:12][N:11]([CH2:14][C:15]2[CH:20]=[CH:19][CH:18]=[CH:17][CH:16]=2)[CH2:10][C@@H:9]1[CH2:21][CH2:22][O:23][C:30]1[CH:35]=[CH:34][CH:33]=[CH:32][CH:31]=1)=[O:7])([CH3:4])([CH3:3])[CH3:2] |f:1.2,5.6|. The yield is 25.0%. Reactants: C(C(CO)(CO)N)O.Cl (Tris-HCl), CC(C)(COP(=O)(O)OP(=O)(O)OC[C@@H]1[C@H]([C@H]([C@@H](O1)N2C=NC3=C2N=CN=C3N)O)OP(=O)(O)O)[C@H](C(=O)NCCC(=O)NCCS)O (CoA), COC1=CC(=CC(=C1O)OC)/C=C/C(=O)O (sinapinic acid). The solvent is FC(C(=O)O)(F)F (TFA), C(C)#N (acetonitrile). Product: C(\C=C\C)(=O)SCCNC(CCNC([C@@H](C(COP(OP(OC[C@@H]1[C@H]([C@H]([C@@H](O1)N1C=NC=2C(N)=NC=NC12)O)OP(=O)(O)O)(=O)O)(=O)O)(C)C)O)=O)=O (crotonyl-CoA). RXN SMILES: C(O)C(N)(CO)CO.Cl.[CH3:10][C:11]([C@@H:45]([OH:57])[C:46]([NH:48][CH2:49][CH2:50][C:51]([NH:53][CH2:54][CH2:55][SH:56])=[O:52])=[O:47])([CH2:13][O:14][P:15]([O:18][P:19]([O:22][CH2:23][C@H:24]1[O:28][C@@H:27]([N:29]2[C:33]3[N:34]=[CH:35][N:36]=[C:37]([NH2:38])[C:32]=3[N:31]=[CH:30]2)[C@H:26]([OH:39])[C@@H:25]1[O:40][P:41]([OH:44])([OH:43])=[O:42])([OH:21])=[O:20])([OH:17])=[O:16])[CH3:12].C[O:59][C:60]1C(O)=C(OC)[CH:63]=[C:62](/C=C/C(O)=O)[CH:61]=1>FC(F)(F)C(O)=O.C(#N)C>[C:60]([S:56][CH2:55][CH2:54][NH:53][C:51](=[O:52])[CH2:50][CH2:49][NH:48][C:46](=[O:47])[C@H:45]([OH:57])[C:11]([CH3:10])([CH3:12])[CH2:13][O:14][P:15]([OH:17])(=[O:16])[O:18][P:19]([OH:21])(=[O:20])[O:22][CH2:23][C@H:24]1[O:28][C@@H:27]([N:29]2[C:33]3[N:34]=[CH:35][N:36]=[C:37]([NH2:38])[C:32]=3[N:31]=[CH:30]2)[C@H:26]([OH:39])[C@@H:25]1[O:40][P:41]([OH:44])([OH:43])=[O:42])(=[O:59])/[CH:61]=[CH:62]/[CH3:63] |f:0.1|. Procedure details: The assay mixture contained 50 mM Tris-HCl (pH 7.5), 1 mM CoA ester, and about 1 μg cell free extract. Reactions were allowed to proceed at room temperature and were stopped by adding 1 volume 10% trifluroacetic acid (TFA). The reaction mixtures were purified prior to MALDI-TOF MS analysis using Sep Pak Vac C18 50 mg columns (Waters, Inc.). The columns were conditioned with 1 mL methanol and then equilibrated with two washes of 1 mL 0.1% TFA. The sample was applied to the column, and the flow th... Starting materials: C1(=CC=CC=C1)OC(N(C(=O)OC1=CC=CC=C1)C1=NC=CC(=C1)OC1=CC(=C(C=C1)NC(=O)C1(CC1)C(NC1=C(C=C(C=C1)F)F)=O)F)=O ([4-(4-{[1-(2,4-Difluorophenylcarbamoyl)cyclopropanecarbonyl]amino}-3-fluorophenoxy)pyridin-2-yl]-N-(phenoxycarbonyl)carbamic acid phenyl ester), CN1CCC(CC1)NC (1-methyl-4-(methylamino)piperidine). Run in CN(C=O)C (N,N-dimethylformamide). Conditions: time 8 hour. The product is FC1=C(C=CC(=C1)F)NC(=O)C1(CC1)C(=O)NC1=C(C=C(C=C1)OC1=CC(=NC=C1)NC(=O)N(C1CCN(CC1)C)C)F (N-(2,4-Difluorophenyl)-N′-(2-fluoro-4-{[2-({[methyl(1-methylpiperidin-4-yl)amino]carbonyl}amino)pyridin-4-yl]oxy}phenyl)cyclopropane-1,1-dicarboxamide). Isolated yield 14.0%. Reaction SMILES: C1([O:7][C:8](=O)[N:9]([C:19]2[CH:24]=[C:23]([O:25][C:26]3[CH:31]=[CH:30][C:29]([NH:32][C:33]([C:35]4([C:38](=[O:48])[NH:39][C:40]5[CH:45]=[CH:44][C:43]([F:46])=[CH:42][C:41]=5[F:47])[CH2:37][CH2:36]4)=[O:34])=[C:28]([F:49])[CH:27]=3)[CH:22]=[CH:21][N:20]=2)C(OC2C=CC=CC=2)=O)C=CC=CC=1.[CH3:51][N:52]1[CH2:57][CH2:56][CH:55]([NH:58][CH3:59])[CH2:54][CH2:53]1>CN(C)C=O>[F:47][C:41]1[CH:42]=[C:43]([F:46])[CH:44]=[CH:45][C:40]=1[NH:39][C:38]([C:35]1([C:33]([NH:32][C:29]2[CH:30]=[CH:31][C:26]([O:25][C:23]3[CH:22]=[CH:21][N:20]=[C:19]([NH:9][C:8]([N:58]([CH3:59])[CH:55]4[CH2:56][CH2:57][N:52]([CH3:51])[CH2:53][CH2:54]4)=[O:7])[CH:24]=3)=[CH:27][C:28]=2[F:49])=[O:34])[CH2:37][CH2:36]1)=[O:48]. Procedure: To a solution of [4-(4-{[1-(2,4-Difluorophenylcarbamoyl)cyclopropanecarbonyl]amino}-3-fluorophenoxy)pyridin-2-yl]-N-(phenoxycarbonyl)carbamic acid phenyl ester (116 mg) in N,N-dimethylformamide (2.0 ml) was added 1-methyl-4-(methylamino)piperidine (0.150 ml) at room temperature, followed by stirring overnight. The reaction mixture was partitioned between ethyl acetate and water. The organic layer was washed with a saturated aqueous solution of ammonium chloride and brine in this order, and dried...